This data is from the Open Reaction Database (ORD), a public repository of structured organic reaction records. The task is: describe an organic reaction: reactants, conditions, products, and yield The reactants are O=C1CCC(=O)N1Br, CC(=O)O, CCOC(=O)c1cc(-c2ccc(Cl)cc2)on1. Product: CCOC(=O)c1noc(-c2ccc(Cl)cc2)c1Br. RXN SMILES: [Br:18][N:19]1[C:20](=[O:21])[CH2:22][CH2:23][C:24]1=[O:25].[CH3:26][C:27](=[O:28])[OH:29].[Cl:1][c:2]1[cH:3][cH:4][c:5](-[c:8]2[cH:9][c:10]([C:13](=[O:14])[O:15][CH2:16][CH3:17])[n:11][o:12]2)[cH:6][cH:7]1>>[Cl:1][c:2]1[cH:3][cH:4][c:5](-[c:8]2[c:9]([Br:18])[c:10]([C:13](=[O:14])[O:15][CH2:16][CH3:17])[n:11][o:12]2)[cH:6][cH:7]1. The reactants are CCO, [H][H], O=C1NS(=O)(=O)c2cccc([N+](=O)[O-])c21. Product: Nc1cccc2c1C(=O)NS2(=O)=O. Reaction SMILES: [CH3:18][CH2:19][OH:20].[H:16][H:17].[N+:1]([O-:2])(=[O:3])[c:4]1[cH:5][cH:6][cH:7][c:8]2[c:9]1[C:10](=[O:15])[NH:11][S:12]2(=[O:13])=[O:14]>>[NH2:1][c:4]1[cH:5][cH:6][cH:7][c:8]2[c:9]1[C:10](=[O:15])[NH:11][S:12]2(=[O:13])=[O:14]. Product: [N-]=[N+]=NCc1ccc(Cl)c(Cl)c1. Reaction SMILES: [CH3:16][S:17]([CH3:18])=[O:19].[Cl:1][c:2]1[cH:3][c:4]([CH2:5][Cl:6])[cH:7][cH:8][c:9]1[Cl:10].[N-:12]=[N+:13]=[N-:14].[Na+:11].[OH2:15]>>[Cl:1][c:2]1[cH:3][c:4]([CH2:5][N:12]=[N+:13]=[N-:14])[cH:7][cH:8][c:9]1[Cl:10]. Starting materials: CS(C)=O, ClCc1ccc(Cl)c(Cl)c1, [N-]=[N+]=[N-], [Na+], O. The reactants are Cc1nc(C(=O)O)c(-c2ccc(C(F)(F)F)cc2)s1, Cc1nc2sccn2c1C(=O)NCC1NCC2CCCC21. Product: Cc1nc(C(=O)N2CC3CCCC3C2CNC(=O)c2c(C)nc3sccn23)c(-c2ccc(C(F)(F)F)cc2)s1. As a reaction SMILES: [CH3:22][c:23]1[s:24][c:25](-[c:31]2[cH:32][cH:33][c:34]([C:37]([F:38])([F:39])[F:40])[cH:35][cH:36]2)[c:26]([C:28](=[O:29])[OH:30])[n:27]1.[CH:1]12[CH:2]([CH2:9][NH:10][C:11](=[O:12])[c:13]3[c:14]([CH3:21])[n:15][c:16]4[s:17][cH:18][cH:19][n:20]34)[NH:3][CH2:4][CH:5]1[CH2:6][CH2:7][CH2:8]2>>[CH:1]12[CH:2]([CH2:9][NH:10][C:11](=[O:12])[c:13]3[c:14]([CH3:21])[n:15][c:16]4[s:17][cH:18][cH:19][n:20]34)[N:3]([C:28]([c:26]3[c:25](-[c:31]4[cH:32][cH:33][c:34]([C:37]([F:38])([F:39])[F:40])[cH:35][cH:36]4)[s:24][c:23]([CH3:22])[n:27]3)=[O:29])[CH2:4][CH:5]1[CH2:6][CH2:7][CH2:8]2. The reactants are C(C1=CC=CC=C1)(C1=CC=CC=C1)(C1=CC=CC=C1)NC=1SC=C(N1)CC(=O)NC1[C@@H]2N(C(=C(CS2)COC(C)=O)C(=O)O)C1=O (7-[2-(2-tritylamino-4-thiazolyl)-acetamido]-3-acetoxy methyl-ceph-3-eme-4-carboxylic acid), C([O-])(O)=O.[Na+] (sodium bicarbonate), C(C)(=S)[O-].[K+] (potassium thioacetate), O (water). The solvent is CC(=O)C (acetone), C(C)(=O)O (acetic acid). Reaction conditions: temperature 90 celsius. Yields the product acetone-water-ether, C(C1=CC=CC=C1)(C1=CC=CC=C1)(C1=CC=CC=C1)NC=1SC=C(N1)CC(=O)NC1[C@@H]2N(C(=C(CS2)CSC(C)=O)C(=O)O)C1=O (7-[2-(2-tritylamino-4-thiazolyl)-acetamido]-3-acetylthiomethyl-ceph-3-eme-4-carboxylic acid). RXN SMILES: [C:1]([NH:20][C:21]1[S:22][CH:23]=[C:24]([CH2:26][C:27]([NH:29][CH:30]2[C:45](=[O:46])[N:32]3[C:33]([C:42]([OH:44])=[O:43])=[C:34]([CH2:37]OC(=O)C)[CH2:35][S:36][C@H:31]23)=[O:28])[N:25]=1)([C:14]1[CH:19]=[CH:18][CH:17]=[CH:16][CH:15]=1)([C:8]1[CH:13]=[CH:12][CH:11]=[CH:10][CH:9]=1)[C:2]1[CH:7]=[CH:6][CH:5]=[CH:4][CH:3]=1.C(=O)(O)[O-].[Na+].[C:52]([O-:55])(=[S:54])[CH3:53].[K+].O>C(O)(=O)C.CC(C)=O>[C:1]([NH:20][C:21]1[S:22][CH:23]=[C:24]([CH2:26][C:27]([NH:29][CH:30]2[C:45](=[O:46])[N:32]3[C:33]([C:42]([OH:44])=[O:43])=[C:34]([CH2:37][S:54][C:52](=[O:55])[CH3:53])[CH2:35][S:36][C@H:31]23)=[O:28])[N:25]=1)([C:8]1[CH:9]=[CH:10][CH:11]=[CH:12][CH:13]=1)([C:14]1[CH:15]=[CH:16][CH:17]=[CH:18][CH:19]=1)[C:2]1[CH:7]=[CH:6][CH:5]=[CH:4][CH:3]=1 |f:1.2,3.4|. Procedure: A mixture of 1.63 of the product of Step B, 0.21 g of sodium bicarbonate, 0.66 g of potassium thioacetate, 10 ml of water and 5 ml of acetone was heated at 90° C for 21/2 hours and was then acidified with 1 ml of acetic acid. The mixture was vacuum filtered and the solid product was washed and chromatographed over silica gel. Elution with a 1-1 methylene chloride-ether mixture and then with a 5-1-4 acetone-water-ether mixture yielded 830 mg of 7-[2-(2-tritylamino-4-thiazolyl)-acetamido]-3-acetyl... Reactants: NC1=CC2=C(C3=C(OC2C2=CC=CC=C2)C=CC=C3OC)C=C1 (8-Amino-1-methoxy-6-phenyl-6H-dibenzo[b,d]pyran), N1=CC=CC=C1 (pyridine), CS(=O)(=O)Cl (methanesulfonyl chloride). The solvent is C(Cl)(Cl)Cl (chloroform). The product is COC1=CC=CC=2OC(C3=C(C21)C=CC(=C3)NS(=O)(=O)C)C3=CC=CC=C3 (N-(1-methoxy-6-phenyl-6H-dibenzo[b,d]pyran-8-yl)methanesulfonamide). Yield: 79.0%. As a reaction SMILES: [NH2:1][C:2]1[CH:23]=[CH:22][C:5]2[C:6]3[C:19]([O:20][CH3:21])=[CH:18][CH:17]=[CH:16][C:7]=3[O:8][CH:9]([C:10]3[CH:15]=[CH:14][CH:13]=[CH:12][CH:11]=3)[C:4]=2[CH:3]=1.N1C=CC=CC=1.[CH3:30][S:31](Cl)(=[O:33])=[O:32]>C(Cl)(Cl)Cl>[CH3:21][O:20][C:19]1[C:6]2[C:5]3[CH:22]=[CH:23][C:2]([NH:1][S:31]([CH3:30])(=[O:33])=[O:32])=[CH:3][C:4]=3[CH:9]([C:10]3[CH:11]=[CH:12][CH:13]=[CH:14][CH:15]=3)[O:8][C:7]=2[CH:16]=[CH:17][CH:18]=1. Procedure: The solution of Example 5F (200 mg. 0.66 mmole), pyridine (300 mg) and methanesulfonyl chloride (227 mg., 2.00 mmole) in chloroform (3 mL) was stirred for 1 hour, washed with aqueous HCl (1M), dried (Na2SO4), filtered and concentrated under reduced pressure. Toluene was added and then concentrated. Heptane was added and concentrated under reduces pressure to provide the titled compound (199 mg. 80%). 1H NMR (300 MHz, CDCl3) δ 2.95 (s, 3H), 3.94 (s, 3H), 6.00 (s, 1H), 6.30 (s, 1H), 6.61 (d, J=2 H...